This data is from the Open Reaction Database (ORD), a public repository of structured organic reaction records. The task is: describe an organic reaction: reactants, conditions, products, and yield Reactants: [H-].[Na+] (sodium hydride), CC(CCC(C)=O)C (5-methyl-2-hexanone), OC1N(C(C2=CC=CC=C12)=O)C1=NC2=NC(=CC=C2C=C1)OC (3-hydroxy-2-(7-methoxy-1,8-naphthyridin-2-yl)-1-isoindolinone). Run in CN(C=O)C (dimethylformamide), CN(C=O)C (dimethylformamide). Conditions: temperature -5 celsius, time 30 minute. The product is COC1=CC=C2C=CC(=NC2=N1)N1C(C2=CC=CC=C2C1CC(CCC(C)C)=O)=O (2-(7-methoxy-1,8-naphthyridin-2-yl)-3-(5-methyl-2-oxohexyl)-1-isoindolinone). Isolated yield 61.9%. As a reaction SMILES: [H-].[Na+].O[CH:4]1[C:12]2[C:7](=[CH:8][CH:9]=[CH:10][CH:11]=2)[C:6](=[O:13])[N:5]1[C:14]1[CH:23]=[CH:22][C:21]2[C:16](=[N:17][C:18]([O:24][CH3:25])=[CH:19][CH:20]=2)[N:15]=1.[CH3:26][CH:27]([CH3:33])[CH2:28][CH2:29][C:30](=[O:32])[CH3:31]>CN(C)C=O>[CH3:25][O:24][C:18]1[N:17]=[C:16]2[C:21]([CH:22]=[CH:23][C:14]([N:5]3[CH:4]([CH2:31][C:30](=[O:32])[CH2:29][CH2:28][CH:27]([CH3:33])[CH3:26])[C:12]4[C:7](=[CH:8][CH:9]=[CH:10][CH:11]=4)[C:6]3=[O:13])=[N:15]2)=[CH:20][CH:19]=1 |f:0.1|. Reported procedure: An oily suspension (50% by weight; 0.5 g) of sodium hydride is added in small portions at a temperature in the region of -5° C. to a solution, maintained under an argon atmosphere, of 3-hydroxy-2-(7-methoxy-1,8-naphthyridin-2-yl)-1-isoindolinone (1.6 g) in anhydrous dimethylformamide (20 cc), and the suspension obtained is stirred for 30 minutes at a temperature in the region of -5° C. A solution of 5-methyl-2-hexanone (1.2 g) in anhydrous dimethylformamide (5 cc) is then added and stirring is c...